Dataset: the Open Reaction Database (ORD), a public repository of structured organic reaction records. Task: describe an organic reaction: reactants, conditions, products, and yield The reactants are C=C(O[Si](C)(C)C(C)(C)C)c1ccccc1-c1ccc2[nH]c(COc3ccc(C(F)(F)F)cc3)nc2c1, O=C(OO)c1cccc(Cl)c1, ClCCl. The product is CC(C)(C)[Si](C)(C)OC1(c2ccccc2-c2ccc3[nH]c(COc4ccc(C(F)(F)F)cc4)nc3c2)CO1. RXN SMILES: [C:1]([CH3:2])([CH3:3])([CH3:4])[Si:5]([O:6][C:7](=[CH2:8])[c:9]1[c:10](-[c:15]2[cH:16][c:17]3[c:18]([nH:19][c:20]([CH2:22][O:23][c:24]4[cH:25][cH:26][c:27]([C:30]([F:31])([F:32])[F:33])[cH:28][cH:29]4)[n:21]3)[cH:34][cH:35]2)[cH:11][cH:12][cH:13][cH:14]1)([CH3:36])[CH3:37].[Cl:38][c:39]1[cH:40][c:41]([C:46](=[O:43])[O:47][OH:48])[cH:42][cH:44][cH:45]1.[Cl:49][CH2:50][Cl:51]>>[C:1]([CH3:2])([CH3:3])([CH3:4])[Si:5]([O:6][C:7]1([c:9]2[c:10](-[c:15]3[cH:16][c:17]4[c:18]([nH:19][c:20]([CH2:22][O:23][c:24]5[cH:25][cH:26][c:27]([C:30]([F:31])([F:32])[F:33])[cH:28][cH:29]5)[n:21]4)[cH:34][cH:35]3)[cH:11][cH:12][cH:13][cH:14]2)[CH2:8][O:43]1)([CH3:36])[CH3:37]. Reactants: COC(CC(C)=O)=O (3-oxo-butyric acid methyl ester), R3—(CH2)m—NH2, N1(CCCCC1)N (1-piperidinamine), BrCC(=O)C1=C(C=CC(=C1)F)OC (2-bromo-1-(5-fluoro-2-methoxy-phenyl)-ethanone), FC1=C(CCN)C=CC=C1 (2-fluoro-phenethylamine). The product is N1(CCCCC1)NC(=O)C1=C(N(C(=C1)C1=C(C=CC(=C1)F)OC)CCC1=C(C=CC=C1)F)C (5-(5-Fluoro-2-methoxy-phenyl)-1-[2-(2-fluoro-phenyl)-ethyl]-2-methyl-1H-pyrrole-3-carboxylic acid piperidin-1-ylamide). RXN SMILES: C[O:2][C:3](=O)[CH2:4][C:5](=O)[CH3:6].Br[CH2:10][C:11]([C:13]1[CH:18]=[C:17]([F:19])[CH:16]=[CH:15][C:14]=1[O:20][CH3:21])=O.[F:22][C:23]1[CH:31]=[CH:30][CH:29]=[CH:28][C:24]=1[CH2:25][CH2:26][NH2:27].[N:32]1([NH2:38])[CH2:37][CH2:36][CH2:35][CH2:34][CH2:33]1>>[N:32]1([NH:38][C:3]([C:4]2[CH:10]=[C:11]([C:13]3[CH:18]=[C:17]([F:19])[CH:16]=[CH:15][C:14]=3[O:20][CH3:21])[N:27]([CH2:26][CH2:25][C:24]3[CH:28]=[CH:29][CH:30]=[CH:31][C:23]=3[F:22])[C:5]=2[CH3:6])=[O:2])[CH2:37][CH2:36][CH2:35][CH2:34][CH2:33]1. Procedure: The title compound was synthesized in analogy to Example 68, using 3-oxo-butyric acid methyl ester as compound of formula R, 2-bromo-1-(5-fluoro-2-methoxy-phenyl)-ethanone as compound of formula S, 2-fluoro-phenethylamine as R3—(CH2)m—NH2 and 1-piperidinamine as R1R2NH, MS (ISP) 454.6 (M+H)+. Reaction SMILES: [Cl-:1].[Al+3].[Cl-].[Cl-].[F:5][C:6]1[CH:14]=[C:13]2[C:9]([CH2:10][C:11](=[O:15])[NH:12]2)=[CH:8][CH:7]=1.[C:16](Cl)(=[O:18])[CH3:17]>C(Cl)Cl>[Cl:1][CH2:17][C:16]([C:7]1[CH:8]=[C:9]2[C:13](=[CH:14][C:6]=1[F:5])[NH:12][C:11](=[O:15])[CH2:10]2)=[O:18] |f:0.1.2.3|. Procedure details: 20 mL of DCM are added dropwise under nitrogen to aluminium chloride (31.1 mmol) at 0-5° C. 6-Fluoroindolin-2-one (5.18 mmol) and acetyl chloride (6.73 mmol) are added to the mixture. The reaction mixture is heated at 50° C. overnight. The reaction mixture is cooled to ambient temperature and then poured into an ice bath, and the suspension obtained is filtered and then washed with cold water to yield the title product. Reactants: [Cl-].[Al+3].[Cl-].[Cl-] (aluminium chloride), FC1=CC=C2CC(NC2=C1)=O (6-Fluoroindolin-2-one), C(C)(=O)Cl (acetyl chloride). Yields the product ClCC(=O)C=1C=C2CC(NC2=CC1F)=O (5-(2-Chloroacetyl)-6-fluoroindolin-2-one). Solvent: C(Cl)Cl (DCM). Reaction conditions: temperature 50 celsius. Reactants: C(C)C1(OCCO1)CCCCCC(=O)C=1N(C=C(N1)C1=CC2=CC=CC=C2C=C1)COCC[Si](C)(C)C (6-(2-ethyl-1,3-dioxolan-2-yl)-1-(4-(2-naphthyl)-1-{[2-(trimethylsilyl)ethoxy]methyl}-1H-imidazol-2-yl)hexan-1-one), [BH4-].[Na+] (NaBH4), O (Water). Run in CCO (EtOH). Conditions: time 1 hour. Product: C(C)C1(OCCO1)CCCCCC(O)C=1N(C=C(N1)C1=CC2=CC=CC=C2C=C1)COCC[Si](C)(C)C (6-(2-ethyl-1,3-dioxolan-2-yl)-1-(4-(2-naphthyl)-1-{[2-(trimethylsilyl)ethoxy]methyl}-1H-imidazol-2-yl)hexan-1-ol). Reaction SMILES: [CH2:1]([C:3]1([CH2:8][CH2:9][CH2:10][CH2:11][CH2:12][C:13]([C:15]2[N:16]([CH2:30][O:31][CH2:32][CH2:33][Si:34]([CH3:37])([CH3:36])[CH3:35])[CH:17]=[C:18]([C:20]3[CH:29]=[CH:28][C:27]4[C:22](=[CH:23][CH:24]=[CH:25][CH:26]=4)[CH:21]=3)[N:19]=2)=[O:14])[O:7][CH2:6][CH2:5][O:4]1)[CH3:2].[BH4-].[Na+].O>CCO>[CH2:1]([C:3]1([CH2:8][CH2:9][CH2:10][CH2:11][CH2:12][CH:13]([C:15]2[N:16]([CH2:30][O:31][CH2:32][CH2:33][Si:34]([CH3:36])([CH3:37])[CH3:35])[CH:17]=[C:18]([C:20]3[CH:29]=[CH:28][C:27]4[C:22](=[CH:23][CH:24]=[CH:25][CH:26]=4)[CH:21]=3)[N:19]=2)[OH:14])[O:4][CH2:5][CH2:6][O:7]1)[CH3:2] |f:1.2|. Reported procedure: To a solution of the ketone F1 in EtOH (0.04 M solution) at 0° C. was added NaBH4 (2.0 eq.) and the mixture was stirred for 1 hr. Water was slowly added and the aqueous phase was extracted with EtOAc. The combined organic extracts were dried (MgSO4) and solvents were removed under reduced pressure. The crude product was used without purification in the next step. MS (ES) C30H44N2O4Si requires: 525, found: 526 (M+H)+. Reactants: CC(C)(C#N)c1cc(Br)cc(Br)c1, COB1OC(C)(C)C(C)(C)O1, CC(C)[Mg+], [Cl-], [Cl-], [Li+], C1CCOC1. Product: CC(C)(C#N)c1cc(Br)cc(B2OC(C)(C)C(C)(C)O2)c1. RXN SMILES: [Br:8][c:9]1[cH:10][c:11]([C:16]([C:17]#[N:18])([CH3:19])[CH3:20])[cH:12][c:13]([Br:15])[cH:14]1.[CH3:21][O:22][B:23]1[O:24][C:25]([CH3:30])([CH3:31])[C:26]([CH3:28])([CH3:29])[O:27]1.[CH:4]([Mg+:5])([CH3:6])[CH3:7].[Cl-:1].[Cl-:3].[Li+:2].[O:32]1[CH2:33][CH2:34][CH2:35][CH2:36]1>>[c:9]1([B:23]2[O:24][C:25]([CH3:30])([CH3:31])[C:26]([CH3:28])([CH3:29])[O:27]2)[cH:10][c:11]([C:16]([C:17]#[N:18])([CH3:19])[CH3:20])[cH:12][c:13]([Br:15])[cH:14]1. Reactants: C(C)(=O)OCC (ethyl acetate), N(=[N+]=[N-])CCOCC1=C(C(C(=C(N1)C)C(=O)O)C1=CC(=CC=C1)Cl)C(NCCC(C1=CC=CC=C1)C1=CC=CC=C1)=O (6-(2-azidoethoxy) methyl-4-(3-chlorophenyl)-5-(3,3-diphenylpropylcarbamoyl)-2-methyl-1,4-dihydropyridine-3-carboxylic acid). Reagents/catalysts: [C].[Pd] (palladium carbon). The solvent is [H][H] (hydrogen). Yields the product NCCOCC1=C(C(=C(C(=N1)C)C(=O)O)C1=CC(=CC=C1)Cl)C(NCCC(C1=CC=CC=C1)C1=CC=CC=C1)=O (6-(2-aminoethoxy) methyl-4-(3-chlorophenyl)-5-(3,3-diphenylpropylcarbamoyl)-2-methylpyridine-3-carboxylic acid), NCCOCC1=C(C(C(=C(N1)C)C(=O)O)C1=CC(=CC=C1)Cl)C(NCCC(C1=CC=CC=C1)C1=CC=CC=C1)=O (6-(2-aminoethoxy) methyl-4-(3-chlorophenyl)-5-(3,3-diphenylpropylcarbamoyl)-2-methyl-1,4-dihydropyridine-3-carboxylic acid). Reaction SMILES: C(OCC)(=O)C.[N:7]([CH2:10][CH2:11][O:12][CH2:13][C:14]1[NH:19][C:18]([CH3:20])=[C:17]([C:21]([OH:23])=[O:22])[CH:16]([C:24]2[CH:29]=[CH:28][CH:27]=[C:26]([Cl:30])[CH:25]=2)[C:15]=1[C:31](=[O:48])[NH:32][CH2:33][CH2:34][CH:35]([C:42]1[CH:47]=[CH:46][CH:45]=[CH:44][CH:43]=1)[C:36]1[CH:41]=[CH:40][CH:39]=[CH:38][CH:37]=1)=[N+]=[N-]>[H][H].[C].[Pd]>[NH2:7][CH2:10][CH2:11][O:12][CH2:13][C:14]1[N:19]=[C:18]([CH3:20])[C:17]([C:21]([OH:23])=[O:22])=[C:16]([C:24]2[CH:29]=[CH:28][CH:27]=[C:26]([Cl:30])[CH:25]=2)[C:15]=1[C:31](=[O:48])[NH:32][CH2:33][CH2:34][CH:35]([C:42]1[CH:43]=[CH:44][CH:45]=[CH:46][CH:47]=1)[C:36]1[CH:37]=[CH:38][CH:39]=[CH:40][CH:41]=1.[NH2:7][CH2:10][CH2:11][O:12][CH2:13][C:14]1[NH:19][C:18]([CH3:20])=[C:17]([C:21]([OH:23])=[O:22])[CH:16]([C:24]2[CH:29]=[CH:28][CH:27]=[C:26]([Cl:30])[CH:25]=2)[C:15]=1[C:31](=[O:48])[NH:32][CH2:33][CH2:34][CH:35]([C:36]1[CH:41]=[CH:40][CH:39]=[CH:38][CH:37]=1)[C:42]1[CH:47]=[CH:46][CH:45]=[CH:44][CH:43]=1 |f:3.4|. Procedure: 3 ml of ethyl acetate and 10% palladium carbon were added to 0.100 g (0.170 mmol) of 6-(2-azidoethoxy) methyl-4-(3-chlorophenyl)-5-(3,3-diphenylpropylcarbamoyl)-2-methyl-1,4-dihydropyridine-3-carboxylic acid and stirred at room temperature in hydrogen atmosphere under normal pressure for 40 hours. The reaction mixture was filtered and the filtrate was evaporated under reduced pressure. The residue thus obtained by evaporating the solvent was subjected to Reversed-phase High-performance Liquid Ch... The reactants are C(C)(=O)OCC=1C(=NC=CC1C1=CN(C(C(=C1)NC1=NOC(=C1)C)=O)C)N1C(C2=C(C=C(C=C2C=N1)C(C)(C)C)F)=O ((2-(6-tert-Butyl-8-fluoro-1-oxophthalazin-2(1H)-yl)-4-(1-methyl-5-(5-methylisoxazol-3-ylamino)-6-oxo-1,6-dihydropyridin-3-yl)pyridin-3-yl)methyl Acetate), O (water), [OH-].[Li+] (lithium hydroxide). Solvent: C1CCOC1 (THF), C(C)(C)O (i-propanol). Conditions: time 1 hour. The product is C(C)(C)(C)C=1C=C2C=NN(C(C2=C(C1)F)=O)C1=NC=CC(=C1CO)C1=CN(C(C(=C1)NC1=NOC(=C1)C)=O)C (6-tert-butyl-8-fluoro-2-[3-(hydroxymethyl)-4-[1-methyl-5-[(5-methylisoxazol-3-yl)amino]-6-oxo-3-pyridyl]-2-pyridyl]phthalazin-1-one). Yield: 32.7%. As a reaction SMILES: C([O:4][CH2:5][C:6]1[C:7]([N:27]2[N:36]=[CH:35][C:34]3[C:29](=[C:30]([F:41])[CH:31]=[C:32]([C:37]([CH3:40])([CH3:39])[CH3:38])[CH:33]=3)[C:28]2=[O:42])=[N:8][CH:9]=[CH:10][C:11]=1[C:12]1[CH:17]=[C:16]([NH:18][C:19]2[CH:23]=[C:22]([CH3:24])[O:21][N:20]=2)[C:15](=[O:25])[N:14]([CH3:26])[CH:13]=1)(=O)C.O.[OH-].[Li+]>C1COCC1.C(O)(C)C>[C:37]([C:32]1[CH:33]=[C:34]2[C:29](=[C:30]([F:41])[CH:31]=1)[C:28](=[O:42])[N:27]([C:7]1[C:6]([CH2:5][OH:4])=[C:11]([C:12]3[CH:17]=[C:16]([NH:18][C:19]4[CH:23]=[C:22]([CH3:24])[O:21][N:20]=4)[C:15](=[O:25])[N:14]([CH3:26])[CH:13]=3)[CH:10]=[CH:9][N:8]=1)[N:36]=[CH:35]2)([CH3:40])([CH3:38])[CH3:39] |f:2.3|. Procedure: To a solution of 129b (280 mg, 0.49 mmol) in THF (4 mL), i-propanol (4 mL), and water (2 mL) was added lithium hydroxide (24 mg, 0.98 mmol). The reaction mixture was stirred at room temperature for 1 h. It was concentrated under reduced pressure and the residue was purified by reverse-phase prep-HPLC to afford 129 as a white solid (85 mg, 33%). MS-ESI: [M+H]+ 531.3. 1H NMR (500 MHz, DMSO-d6) δ 9.03 (s, 1H), 8.58 (d, J=5.0 Hz, 1H), 8.54 (d, J=3.0 Hz, 1H), 7.99 (d, J=2.0 Hz, 1H), 7.91 (d, J=1.0 Hz... Product: O=c1ccc2ccc(Br)cc2[nH]1. RXN SMILES: [Br:1][c:2]1[cH:3][cH:4][c:5]2[cH:6][cH:7][c:8]([Cl:12])[n:9][c:10]2[cH:11]1.[ClH:19].[O:13]1[CH2:14][CH2:15][O:16][CH2:17][CH2:18]1>>[Br:1][c:2]1[cH:3][cH:4][c:5]2[cH:6][cH:7][c:8](=[O:13])[nH:9][c:10]2[cH:11]1. Starting materials: Clc1ccc2ccc(Br)cc2n1, Cl, C1COCCO1.